This data is from the Open Reaction Database (ORD), a public repository of structured organic reaction records. The task is: describe an organic reaction: reactants, conditions, products, and yield The reactants are CCOCCOc1ccc(-c2ccc3c(c2)C=C(C(=O)OC)CCN3S(C)(=O)=O)cc1, C1CCOC1, CO, [Na+], [OH-]. Yields the product CCOCCOc1ccc(-c2ccc3c(c2)C=C(C(=O)O)CCN3S(C)(=O)=O)cc1. As a reaction SMILES: [CH2:1]([CH3:2])[O:3][CH2:4][CH2:5][O:6][c:7]1[cH:8][cH:9][c:10](-[c:13]2[cH:14][cH:15][c:16]3[c:17]([cH:31]2)[CH:18]=[C:19]([C:27](=[O:28])[O:29][CH3:30])[CH2:20][CH2:21][N:22]3[S:23](=[O:24])(=[O:25])[CH3:26])[cH:11][cH:12]1.[CH2:36]1[O:37][CH2:38][CH2:39][CH2:40]1.[CH3:34][OH:35].[Na+:33].[OH-:32]>>[CH2:1]([CH3:2])[O:3][CH2:4][CH2:5][O:6][c:7]1[cH:8][cH:9][c:10](-[c:13]2[cH:14][cH:15][c:16]3[c:17]([cH:31]2)[CH:18]=[C:19]([C:27](=[O:28])[OH:29])[CH2:20][CH2:21][N:22]3[S:23](=[O:24])(=[O:25])[CH3:26])[cH:11][cH:12]1.